Dataset: the Open Reaction Database (ORD), a public repository of structured organic reaction records. Task: describe an organic reaction: reactants, conditions, products, and yield The reactants are ClC=1C=C(C=C(C1)Cl)[C@@H]1CN(CC1)[C@@H]1C(N(CC1)C1=CC=CC=C1)=O ((3R,3′S)-3-(3,5-dichlorophenyl)-1′-phenyl-1,3′-bipyrrolidin-2′-one), ClS(=O)(=O)O (chlorosulfonic acid), C(=O)(O)[O-].[Na+] (NaHCO3), ClS(=O)(=O)O (chlorosulfonic acid). The solvent is ClCCCl (DCE). Reaction conditions: temperature 50 celsius, time 1 hour. Yields the product ClC=1C=C(C=C(C1)Cl)[C@@H]1CN(CC1)[C@@H]1C(N(CC1)C1=CC=C(C=C1)S(=O)(=O)Cl)=O (4-[(3R,3′S)-3-(3,5-dichlorophenyl)-2′-oxo-1,3′-bipyrrolidin-1′-yl]benzene-1-sulfonyl chloride). Yield: 87.9%. RXN SMILES: [Cl:1][C:2]1[CH:3]=[C:4]([C@H:9]2[CH2:13][CH2:12][N:11]([C@H:14]3[CH2:18][CH2:17][N:16]([C:19]4[CH:24]=[CH:23][CH:22]=[CH:21][CH:20]=4)[C:15]3=[O:25])[CH2:10]2)[CH:5]=[C:6]([Cl:8])[CH:7]=1.[Cl:26][S:27](O)(=[O:29])=[O:28].C([O-])(O)=O.[Na+]>ClCCCl>[Cl:1][C:2]1[CH:3]=[C:4]([C@H:9]2[CH2:13][CH2:12][N:11]([C@H:14]3[CH2:18][CH2:17][N:16]([C:19]4[CH:20]=[CH:21][C:22]([S:27]([Cl:26])(=[O:29])=[O:28])=[CH:23][CH:24]=4)[C:15]3=[O:25])[CH2:10]2)[CH:5]=[C:6]([Cl:8])[CH:7]=1 |f:2.3|. Procedure details: Synthesized according to General Procedure 11. To a solution of (3R,3′S)-3-(3,5-dichlorophenyl)-1′-phenyl-1,3′-bipyrrolidin-2′-one (900 mg, 2.40 mmol) in DCE (10 mL) at 0° C. was added chlorosulfonic acid (1.40 g, 800 μL, 12.0 mmol) slowly. The reaction mixture was then stirred at 0° C. for 30 min, at RT for 1 hour and at 50° C. for 1 hour. At this time more chlorosulfonic acid (279 mg, 160 μL, 2.40 mmol) was added and the reaction mixture was stirred at 50° C. for 1 hour, the reaction mixture w... Starting materials: C1(=C(C(=C(C(=C1F)F)F)N)F)N.Cl.Cl (dihydrochloride), C(CCC)NC(CN)C1=CC=C(C=C1)OCC (β-n-butylamino-β-(4-ethoxyphenyl)-ethylamine). Yields the product CNC(CN)C1=CC(=CC=C1)C (β-methylamino-β-(3-methylphenyl)-ethylamine). Reaction SMILES: [C:1]1(N)C(F)=C(F)C(F)=C(N)C=1F.Cl.Cl.[CH2:15]([NH:19][CH:20]([C:23]1[CH:28]=[CH:27][C:26](OCC)=[CH:25][CH:24]=1)[CH2:21][NH2:22])CCC>>[CH3:15][NH:19][CH:20]([C:23]1[CH:24]=[CH:25][CH:26]=[C:27]([CH3:1])[CH:28]=1)[CH2:21][NH2:22] |f:0.1.2|. Procedure details: m.p. dihydrochloride 202°-205° C; β-n-butylamino-β-(4-ethoxyphenyl)-ethylamine; As a reaction SMILES: [CH3:1][O:2][C:3]1[N:8]=[CH:7][C:6]([CH2:9][OH:10])=[CH:5][CH:4]=1.[Cl:11][C:12]1[C:17]([Cl:18])=[CH:16][CH:15]=[CH:14][C:13]=1[S:19]([NH:22][C:23]1[C:28](Cl)=[N:27][C:26]([Cl:30])=[CH:25][N:24]=1)(=[O:21])=[O:20]>>[Cl:11][C:12]1[C:17]([Cl:18])=[CH:16][CH:15]=[CH:14][C:13]=1[S:19]([NH:22][C:23]1[C:28]([O:10][CH2:9][C:6]2[CH:7]=[N:8][C:3]([O:2][CH3:1])=[CH:4][CH:5]=2)=[N:27][C:26]([Cl:30])=[CH:25][N:24]=1)(=[O:21])=[O:20]. Product: ClC1=C(C=CC=C1Cl)S(=O)(=O)NC1=NC=C(N=C1OCC=1C=NC(=CC1)OC)Cl (2,3-Dichloro-N-[5-chloro-3-(6-methoxy-3-pyridinylmethoxy)-2-pyrazinyl]benzenesulphonamide). The reactants are COC1=CC=C(C=N1)CO ((6-methoxy-3-pyridinyl)methanol), ClC1=C(C=CC=C1Cl)S(=O)(=O)NC1=NC=C(N=C1Cl)Cl (2,3-Dichloro-N-(3,5-dichloro-2-pyrazinyl)benzenesulphonamide). Procedure: Prepared by the method of Example 31 using (6-methoxy-3-pyridinyl)methanol (0.3 g) and 2,3-dichloro-N-(3,5-dichloro-2-pyrazinyl)benzenesulphonamide (Example 74) (0.3 g). Starting materials: product, O(C1=CC=CC=C1)C1=C(CN)C(=CC=C1)NC1=C(C=CC=C1F)F (2-phenoxy-6-(2,6-difluorophenylamino)benzylamine), C(=O)(N1C=NC=C1)N1C=NC=C1 (1,1′-Carbonyldiimidazole). The solvent is O1CCCC1 (tetrahydrofuran), O1CCCC1 (tetrahydrofuran). Yields the product N1(C=NC=C1)C(=O)O (imidazole-1-carboxylic acid), FC1=C(C(=CC=C1)F)NC1=C(C(=CC=C1)OC1=CC=CC=C1)[NH-] (2-(2,6-difluorophenylamino)-6-phenoxyphenylamide). Reaction SMILES: [O:1]([C:8]1[CH:15]=[CH:14][CH:13]=[C:12]([NH:16][C:17]2[C:22]([F:23])=[CH:21][CH:20]=[CH:19][C:18]=2[F:24])[C:9]=1CN)[C:2]1[CH:7]=[CH:6][CH:5]=[CH:4][CH:3]=1.[C:25](N1C=CN=C1)([N:27]1[CH:31]=[CH:30][N:29]=[CH:28]1)=[O:26]>O1CCCC1>[N:27]1([C:25]([OH:26])=[O:1])[CH:31]=[CH:30][N:29]=[CH:28]1.[F:24][C:18]1[CH:19]=[CH:20][CH:21]=[C:22]([F:23])[C:17]=1[NH:16][C:12]1[CH:13]=[CH:14][CH:15]=[C:8]([O:1][C:2]2[CH:7]=[CH:6][CH:5]=[CH:4][CH:3]=2)[C:9]=1[NH-:27]. Procedure: The product of example 1c above, 2-phenoxy-6-(2,6-difluorophenylamino)benzylamine, (0.159 g 0.49 mmol) was dissolved in dry tetrahydrofuran (6 mL) and stirred under argon at room temperature. 1,1′-Carbonyldiimidazole (0.102 g, 0.63 mmol) dissolved in dry tetrahydrofuran (4 mL) was added and the mixture stirred at room temperature, and then heated to reflux The solvent was evaporated in vacuo, to give a crude product which was flash chromatographed on silica gel eluted with 0–3% methanol in methy... Yields the product C1(=CC=CC=C1)C1CCN(CC1)CCCCN (4-(4-Phenyl-piperidin-1-yl)-butylamine). Procedure details: 20 g (61.2 mmol) 2-[4-(4-phenyl-piperidin-1-yl)-butyl]-isoin-dolin-1,3-dione and 6.1 g (122.5 mmol) hydrazine hydrate are heated under reflux in 250 ml ethanol for 3 hours. The cooled solution is concentrated under vacuum and the residue is taken up in chloroform. The suspension is filtered and the residue is distributed between chloroform and 10% sodium hydroxide solution. The combined organic phases are dried over sodium sulfate and steam evaporated under vacuum until dry. The resin is further... The reactants are C1(=CC=CC=C1)C1CCN(CC1)CCCCN1C(C2=CC=CC=C2C1=O)=O (2-[4-(4-phenyl-piperidin-1-yl)-butyl]-isoin-dolin-1,3-dione), O.NN (hydrazine hydrate). The solvent is C(C)O (ethanol). As a reaction SMILES: [C:1]1([CH:7]2[CH2:12][CH2:11][N:10]([CH2:13][CH2:14][CH2:15][CH2:16][N:17]3C(=O)C4C(=CC=CC=4)C3=O)[CH2:9][CH2:8]2)[CH:6]=[CH:5][CH:4]=[CH:3][CH:2]=1.O.NN>C(O)C>[C:1]1([CH:7]2[CH2:8][CH2:9][N:10]([CH2:13][CH2:14][CH2:15][CH2:16][NH2:17])[CH2:11][CH2:12]2)[CH:2]=[CH:3][CH:4]=[CH:5][CH:6]=1 |f:1.2|. Starting materials: CC(=O)OO, CN(C)C(=N)N(C)C, NN=Cc1ccccc1, ClCCCl, I. Yields the product [N-]=[N+]=Cc1ccccc1. Reaction SMILES: [C:19]([O:20][OH:21])(=[O:22])[CH3:23].[CH3:10][N:11]([CH3:12])[C:13]([N:14]([CH3:15])[CH3:16])=[NH:17].[CH:1]([c:2]1[cH:3][cH:4][cH:5][cH:6][cH:7]1)=[N:8][NH2:9].[Cl:24][CH2:25][CH2:26][Cl:27].[I:18]>>[CH:1]([c:2]1[cH:3][cH:4][cH:5][cH:6][cH:7]1)=[N+:8]=[N-:9]. The reactants are ClC1=C(N)C(=CC=C1C)Cl (2,6-dichloro-3-methylaniline), NC1=NC(=NN1)S(=O)(=O)Cl (5-amino-3-chlorosulfonyl-1,2,4-triazole). Run in C(C)#N (acetonitrile). Conditions: temperature 65 celsius, time 5 day. The product is NC1=NC(=NN1)S(=O)(=O)NC1=C(C(=CC=C1Cl)C)Cl (5-Amino-N-(2,6-dichloro-3-methylphenyl)-1,2,4-triazole-3-sulfonamide). Yield: 67.0%. As a reaction SMILES: [Cl:1][C:2]1[C:8]([CH3:9])=[CH:7][CH:6]=[C:5]([Cl:10])[C:3]=1[NH2:4].[NH2:11][C:12]1[NH:16][N:15]=[C:14]([S:17](Cl)(=[O:19])=[O:18])[N:13]=1>C(#N)C>[NH2:11][C:12]1[NH:16][N:15]=[C:14]([S:17]([NH:4][C:3]2[C:5]([Cl:10])=[CH:6][CH:7]=[C:8]([CH3:9])[C:2]=2[Cl:1])(=[O:19])=[O:18])[N:13]=1. Procedure details: In a manner similar to that described in Example 3, 8.8 g (0.05 mole) of 2,6-dichloro-3-methylaniline, 9.6 g (0.05 mole) of 5-amino-3-chlorosulfonyl-1,2,4-triazole and 25 ml of dry acetonitrile were stirred at about 65° C. for a total of 5 days. The reaction product was recovered as in Example 3 to obtain 10.8 g of the title compound as white solid, m.p. 240°-241° C. (dee.). This assayed by HPLC to be about 98 percent pure. The methylene chloride washes were concentrated to obtain 2.7 g of solid... The reactants are N#CN (cyanamide), C1(CCCCC1)N=C=NC1CCCCC1 (N,N'dicyclohexylcarbodiimide), O(C1=CC=CC=C1)CCCCNC(=S)NC=1C=NC=CC1 (N-(4-Phenoxybutyl)-N'-3-pyridylthiourea), crude product, C1(CCCCC1)NC(=S)NC1CCCCC1 (N,N'-dicyclohexylthiourea). Solvent: C(C)N(CC)CC (triethylamine), C(C)#N (acetonitrile). Run at time 3 day. Product: C(#N)NC(=NC=1C=NC=CC1)NCCCCOC1=CC=CC=C1 (N-Cyano-N'-(4-phenoxybutyl)-N"-3- pyridylguanidine). RXN SMILES: [O:1]([CH2:8][CH2:9][CH2:10][CH2:11][NH:12][C:13]([NH:15][C:16]1[CH:17]=[N:18][CH:19]=[CH:20][CH:21]=1)=S)[C:2]1[CH:7]=[CH:6][CH:5]=[CH:4][CH:3]=1.[N:22]#[C:23][NH2:24].C1(N=C=NC2CCCCC2)CCCCC1.C1(NC(NC2CCCCC2)=S)CCCCC1>C(#N)C.C(N(CC)CC)C>[C:23]([NH:24][C:13]([NH:12][CH2:11][CH2:10][CH2:9][CH2:8][O:1][C:2]1[CH:7]=[CH:6][CH:5]=[CH:4][CH:3]=1)=[N:15][C:16]1[CH:17]=[N:18][CH:19]=[CH:20][CH:21]=1)#[N:22]. Reported procedure: N-(4-Phenoxybutyl)-N'-3-pyridylthiourea (1.41 g) was dissolved in acetonitrile (10 ml), and cyanamide (400 mg), N,N'dicyclohexylcarbodiimide (1.95 g) and triethylamine (0.08 ml) were added. The mixture was stirred for 3 days at room temperature, when it was filtered, washed with acetonitrile, and ether to yield a solid mixture of the crude product and N,N'-dicyclohexylthiourea. The pure compound was obtained by extracting the mixture with 0.5N hydrochloric acid (16 ml), filtering and re-precipit...